Dataset: the Open Reaction Database (ORD), a public repository of structured organic reaction records. Task: describe an organic reaction: reactants, conditions, products, and yield Reactants: C(C1=CC=CC=C1)OC=1C=C(C2=C(NC(CO2)=O)C1)C(C(O)OCC)O (6-benzyloxy-8-(2-ethoxy-1,2-dihydroxy-ethyl)-4H-benzo[1,4]oxazin-3-one), NC(CCN1C(N(C2=C1C=CC=C2)C)=O)(C)C (1-(3-amino-3-methyl-butyl)-3-methyl-1,3-dihydro-benzimidazol-2-one). The product is CC(CCN1C(N(C2=C1C=CC=C2)C)=O)(C)NCC(O)C2=CC(=CC=1NC(COC12)=O)O (8-[2-[1,1-dimethyl-3-(3-methyl-2-oxo-2,3-dihydro-benzimidazol-1-yl)-propylamino]-1-hydroxy-ethyl]-6-hydroxy-4H-benzo[1,4]oxazin-3-one). RXN SMILES: C([O:8][C:9]1[CH:10]=[C:11]([CH:20]([OH:26])[CH:21](OCC)O)[C:12]2[O:17][CH2:16][C:15](=[O:18])[NH:14][C:13]=2[CH:19]=1)C1C=CC=CC=1.[NH2:27][C:28]([CH3:43])([CH3:42])[CH2:29][CH2:30][N:31]1[C:35]2[CH:36]=[CH:37][CH:38]=[CH:39][C:34]=2[N:33]([CH3:40])[C:32]1=[O:41]>>[CH3:43][C:28]([NH:27][CH2:21][CH:20]([C:11]1[C:12]2[O:17][CH2:16][C:15](=[O:18])[NH:14][C:13]=2[CH:19]=[C:9]([OH:8])[CH:10]=1)[OH:26])([CH3:42])[CH2:29][CH2:30][N:31]1[C:35]2[CH:36]=[CH:37][CH:38]=[CH:39][C:34]=2[N:33]([CH3:40])[C:32]1=[O:41]. Procedure: Prepared according to general method 2 from 357 mg (1 mmol) 6-benzyloxy-8-(2-ethoxy-1,2-dihydroxy-ethyl)-4H-benzo[1,4]oxazin-3-one and 233 mg (1 mmol) 1-(3-amino-3-methyl-butyl)-3-methyl-1,3-dihydro-benzimidazol-2-one.